Dataset: the Open Reaction Database (ORD), a public repository of structured organic reaction records. Task: describe an organic reaction: reactants, conditions, products, and yield Yields the product C(C)OC(=O)C1(CC1)C1=CC=C(C=C1)C1=CC=C(C=C1)C1=C(C(=NO1)C)[C@@H](C1=CC=CC=C1)OC(NCC)=O (1-{4′-[3-Methyl-4-((R)-1-phenyl-ethylcarbamoyloxymethyl)-isoxazol-5-yl]-biphenyl-4-yl}-cyclopropanecarboxylic acid ethyl ester). RXN SMILES: Br[C:2]1[CH:7]=[CH:6][C:5]([C:8]2[O:12][N:11]=[C:10]([CH3:13])[C:9]=2[CH2:14][O:15][C:16](=[O:26])[NH:17][C@@H:18]([C:20]2C=CC=CC=2)C)=[CH:4][CH:3]=1.[CH2:27]([O:29][C:30]([C:32]1([C:35]2[CH:40]=[CH:39][C:38](B3OC(C)(C)C(C)(C)O3)=[CH:37][CH:36]=2)[CH2:34][CH2:33]1)=[O:31])[CH3:28]>>[CH2:27]([O:29][C:30]([C:32]1([C:35]2[CH:36]=[CH:37][C:38]([C:2]3[CH:3]=[CH:4][C:5]([C:8]4[O:12][N:11]=[C:10]([CH3:13])[C:9]=4[C@H:14]([O:15][C:16](=[O:26])[NH:17][CH2:18][CH3:20])[C:2]4[CH:7]=[CH:6][CH:5]=[CH:4][CH:3]=4)=[CH:6][CH:7]=3)=[CH:39][CH:40]=2)[CH2:33][CH2:34]1)=[O:31])[CH3:28]. Procedure details: Prepared according to the procedure described in Example 3, Step 5, using ((R)-1-phenyl-ethyl)-carbamic acid 5-(4-bromo-phenyl)-3-methyl-isoxazol-4-ylmethyl ester and 1-[4-(4,4,5,5-tetramethyl-[1,3,2]dioxaborolan-2-yl)-phenyl]-cyclopropanecarboxylic acid ethyl ester. The reactants are BrC1=CC=C(C=C1)C1=C(C(=NO1)C)COC(N[C@H](C)C1=CC=CC=C1)=O (((R)-1-phenyl-ethyl)-carbamic acid 5-(4-bromo-phenyl)-3-methyl-isoxazol-4-ylmethyl ester), C(C)OC(=O)C1(CC1)C1=CC=C(C=C1)B1OC(C(O1)(C)C)(C)C (1-[4-(4,4,5,5-tetramethyl-[1,3,2]dioxaborolan-2-yl)-phenyl]-cyclopropanecarboxylic acid ethyl ester). Starting materials: O=C([O-])[O-], C1CCOC1, CN, Fc1cc(-c2cnccc2Oc2ccc(Nc3nnc(-c4ccccc4)c4ccccc34)cc2)ccn1, [K+], [K+]. The product is CNc1cc(-c2cnccc2Oc2ccc(Nc3nnc(-c4ccccc4)c4ccccc34)cc2)ccn1. As a reaction SMILES: [C:38](=[O:39])([O-:40])[O-:41].[CH2:46]1[O:47][CH2:48][CH2:49][CH2:50]1.[CH3:44][NH2:45].[F:1][c:2]1[n:3][cH:4][cH:5][c:6](-[c:8]2[cH:9][n:10][cH:11][cH:12][c:13]2[O:14][c:15]2[cH:16][cH:17][c:18]([NH:21][c:22]3[n:23][n:24][c:25](-[c:32]4[cH:33][cH:34][cH:35][cH:36][cH:37]4)[c:26]4[cH:27][cH:28][cH:29][cH:30][c:31]34)[cH:19][cH:20]2)[cH:7]1.[K+:42].[K+:43]>>[c:2]1([NH:45][CH3:44])[n:3][cH:4][cH:5][c:6](-[c:8]2[cH:9][n:10][cH:11][cH:12][c:13]2[O:14][c:15]2[cH:16][cH:17][c:18]([NH:21][c:22]3[n:23][n:24][c:25](-[c:32]4[cH:33][cH:34][cH:35][cH:36][cH:37]4)[c:26]4[cH:27][cH:28][cH:29][cH:30][c:31]34)[cH:19][cH:20]2)[cH:7]1. Starting materials: Cl (hydrochloric acid), C([O-])([O-])=O.[K+].[K+] (potassium carbonate), NC1=C(C=CC=C1)S (2-aminobenzenethiol), N(=O)[O-].[Na+] (Sodium nitrite). Run in O (water), C1CCOC1 (THF). Conditions: time 30 minute. Product: S1N=NC2=C1C=CC=C2 (1,2,3-benzothiadiazole). Isolated yield 78.1%. As a reaction SMILES: [NH2:1][C:2]1[CH:7]=[CH:6][CH:5]=[CH:4][C:3]=1[SH:8].Cl.[N:10]([O-])=O.[Na+].C(=O)([O-])[O-].[K+].[K+]>O.C1COCC1>[S:8]1[C:3]2[CH:4]=[CH:5][CH:6]=[CH:7][C:2]=2[N:1]=[N:10]1 |f:2.3,4.5.6|. Procedure details: To a mixture of 2-aminobenzenethiol (1.00 g, 7.99 mmol) in water (8 mL) was added aqueous 12 N hydrochloric acid (2 mL, 20 mmol) slowly at rt. Sodium nitrite (827 mg, 12.0 mmol) was then added slowly at rt. THF (4 mL) was added for solubility, and the reaction was stirred at rt for 30 min. The solution was neutralized with saturated aqueous potassium carbonate, and the material was extracted with DCM and saturated aqueous sodium bicarbonate. The organic layer was purified via column chromatograp... The reactants are C1(=CC=CC=C1)S(=O)(=O)N1C=C(C=2C1=NC=C(C2)Cl)CC=2C=CC(=NC2)NCC=2C(=NC(=CC2)OC)OC ([5-(1-Benzenesulfonyl-5-chloro-1H-pyrrolo[2,3-b]pyridin-3-ylmethyl)-pyridin-2-yl]-(2,6-dimethoxy-pyridin-3-ylmethyl)-amine), [OH-].[K+] (potassium hydroxide), O (water). Solvent: CO (methanol). Conditions: temperature 60 celsius, time 4 hour. Yields the product ClC=1C=C2C(=NC1)NC=C2CC=2C=CC(=NC2)NCC=2C(=NC(=CC2)OC)OC ([5-(5-chloro-1H-pyrrolo[2,3-b]pyridin-3-ylmethyl)-pyridin-2-yl]-(2,6-dimethoxy-pyridin-3-ylmethyl)-amine). Yield: 57.9%. As a reaction SMILES: C1(S([N:10]2[C:14]3=[N:15][CH:16]=[C:17]([Cl:19])[CH:18]=[C:13]3[C:12]([CH2:20][C:21]3[CH:22]=[CH:23][C:24]([NH:27][CH2:28][C:29]4[C:30]([O:37][CH3:38])=[N:31][C:32]([O:35][CH3:36])=[CH:33][CH:34]=4)=[N:25][CH:26]=3)=[CH:11]2)(=O)=O)C=CC=CC=1.[OH-].[K+].O>CO>[Cl:19][C:17]1[CH:18]=[C:13]2[C:12]([CH2:20][C:21]3[CH:22]=[CH:23][C:24]([NH:27][CH2:28][C:29]4[C:30]([O:37][CH3:38])=[N:31][C:32]([O:35][CH3:36])=[CH:33][CH:34]=4)=[N:25][CH:26]=3)=[CH:11][NH:10][C:14]2=[N:15][CH:16]=1 |f:1.2|. Reported procedure: To [5-(1-Benzenesulfonyl-5-chloro-1H-pyrrolo[2,3-b]pyridin-3-ylmethyl)-pyridin-2-yl]-(2,6-dimethoxy-pyridin-3-ylmethyl)-amine (122, 60 mg, 0.11 mmol) in 10.0 mL of methanol, potassium hydroxide (0.20 g, 3.6 mmol) was added. The reaction was stirred at 60° C. for 4 hours, then poured into water and extracted with ethyl acetate. The organic layer was dried over sodium sulfate, filtered and the filtrate concentrated under vacuum. The resulting material was purified by silica gel column chromatograp...